The task is: describe an organic reaction: reactants, conditions, products, and yield. This data is from the Open Reaction Database (ORD), a public repository of structured organic reaction records. The reactants are N(=NC(=O)OCC)C(=O)OCC (diethyl azodicarboxylate), C(C1=CC=CC=C1)OC[C@H](OCP(OCC)(OCC)=O)CO (diethyl (R)-[2-benzyloxy-1-(hydroxymethyl)ethoxy]methylphosphonate), C1(=CC=CC=C1)P(C1=CC=CC=C1)C1=CC=CC=C1 (triphenylphosphine), C(C)(C)(C)OC(=O)N(C1=NC(=C2N=CN(C2=N1)O)OC)C(=O)OC(C)(C)C (2-[bis-(t-butoxycarbonyl)amino]-9-hydroxy-6-methoxypurine). Solvent: C1CCOC1 (THF). Reaction conditions: time 16 hour. The product is C(C)(C)(C)OC(=O)N(C1=NC(=C2N=CN(C2=N1)OC[C@H](COCC1=CC=CC=C1)OCP(=O)(OCC)OCC)OC)C(=O)OC(C)(C)C ((S)-2-[bis-(t-butoxycarbonyl)amino]-9-[3-benzyloxy-2-(diethoxyphosphorylmethoxy)propoxy]-6-methoxypurine). Isolated yield 88.6%. As a reaction SMILES: [CH2:1]([O:8][CH2:9][C@@H:10]([CH2:21][OH:22])[O:11][CH2:12][P:13](=[O:20])([O:17][CH2:18][CH3:19])[O:14][CH2:15][CH3:16])[C:2]1[CH:7]=[CH:6][CH:5]=[CH:4][CH:3]=1.C1(P(C2C=CC=CC=2)C2C=CC=CC=2)C=CC=CC=1.[C:42]([O:46][C:47]([N:49]([C:62]([O:64][C:65]([CH3:68])([CH3:67])[CH3:66])=[O:63])[C:50]1[N:58]=[C:57]2[C:53]([N:54]=[CH:55][N:56]2O)=[C:52]([O:60][CH3:61])[N:51]=1)=[O:48])([CH3:45])([CH3:44])[CH3:43].N(C(OCC)=O)=NC(OCC)=O>C1COCC1>[C:65]([O:64][C:62]([N:49]([C:47]([O:46][C:42]([CH3:45])([CH3:44])[CH3:43])=[O:48])[C:50]1[N:58]=[C:57]2[C:53]([N:54]=[CH:55][N:56]2[O:22][CH2:21][C@@H:10]([O:11][CH2:12][P:13]([O:17][CH2:18][CH3:19])([O:14][CH2:15][CH3:16])=[O:20])[CH2:9][O:8][CH2:1][C:2]2[CH:3]=[CH:4][CH:5]=[CH:6][CH:7]=2)=[C:52]([O:60][CH3:61])[N:51]=1)=[O:63])([CH3:68])([CH3:67])[CH3:66]. Procedure details: To a stirred solution of diethyl (R)-[2-benzyloxy-1-(hydroxymethyl)ethoxy]methylphosphonate (1.0 g, 3 mmol), triphenylphosphine (1.18 g, 4.5 mmol) and 2-[bis-(t-butoxycarbonyl)amino]-9-hydroxy-6-methoxypurine (1.15 g, 3 mmol) in dry THF (20 ml), cooled in ice and under a mitrogen atmosphere, was added, dropwise, diethyl azodicarboxylate (0.71 ml, 4.5 mmol). The resulting solution was allowed to warm to ambient temperature and left stirring for 16 hours. The solvent was evaporated under reduced p... Reactants: C(C)OC(CCCSC1=CC=C2C(=CC=3N(C2=C1)C=NN3)C3=CC=CC=C3)=O (4-(5-Phenyl-[1,2,4]triazolo[4,3-a]quinolin-8-ylsulfanyl)-butyric acid ethyl ester), [Li+].[OH-] (LiOH), C1CCOC1 (THF), Cl (HCl). The solvent is O (H2O), CO (MeOH). Yields the product C1(=CC=CC=C1)C1=CC=2N(C3=CC(=CC=C13)SCCCC(=O)O)C=NN2 (4-(5-Phenyl-[1,2,4]triazolo[4,3-a]quinolin-8-ylsulfanyl)-butyric acid). RXN SMILES: C([O:3][C:4](=[O:28])[CH2:5][CH2:6][CH2:7][S:8][C:9]1[CH:18]=[C:17]2[C:12]([C:13]([C:22]3[CH:27]=[CH:26][CH:25]=[CH:24][CH:23]=3)=[CH:14][C:15]3[N:16]2[CH:19]=[N:20][N:21]=3)=[CH:11][CH:10]=1)C.[Li+].[OH-].C1COCC1.Cl>O.CO>[C:22]1([C:13]2[C:12]3[C:17](=[CH:18][C:9]([S:8][CH2:7][CH2:6][CH2:5][C:4]([OH:28])=[O:3])=[CH:10][CH:11]=3)[N:16]3[CH:19]=[N:20][N:21]=[C:15]3[CH:14]=2)[CH:23]=[CH:24][CH:25]=[CH:26][CH:27]=1 |f:1.2|. Reported procedure: 11d (40 mg, 0.10 mmol) was treated with 1N aqueous LiOH (2 mL) in 3:3:1 THF:MeOH:H2O (2 mL) overnight at room temperature. 1N aqueous HCl was added to adjust to pH 4, and the aqueous layer was extracted with EtOAc. The combined organic layers were dried over MgSO4, filtered, and concentrated to give the desired product, 11e. Product: IC1=C(N=C(N1)COC)C (5-Iodo-2-(methoxymethyl)-4-methyl-1H-imidazole). RXN SMILES: [CH3:1][O:2][CH2:3][C:4]1[NH:5][CH:6]=[C:7]([CH3:9])[N:8]=1.[I:10]I>[OH-].[Na+].ClCCl>[I:10][C:6]1[NH:5][C:4]([CH2:3][O:2][CH3:1])=[N:8][C:7]=1[CH3:9] |f:2.3|. Isolated yield 31.6%. Starting materials: COCC=1NC=C(N1)C (2-(methoxymethyl)-4-methyl-1H-imidazole), COCC=1NC=C(N1)C (2-(methoxymethyl)-4-methyl-1H-imidazole), II (iodine). Procedure details: Into a 100-mL round-bottom flask, was placed a solution of 2-(methoxymethyl)-4-methyl-1H-imidazole (compound 222.2, 1.9 g, 15.06 mmol) in sodium hydroxide aqueous solution (30 mL, 2M). This was followed by the addition of a solution of iodine (7.7 g, 30.34 mmol) in dichloromethane (30 mL). The reaction mixture was stirred for 1 h at room temperature. The aqueous phase was collected and the pH was adjusted to 4 with hydrogen chloride (2M). The reaction mixture was extracted with 4×30 mL of dichlo... Conditions: time 1 hour. Run in [OH-].[Na+] (sodium hydroxide), ClCCl (dichloromethane). The reactants are [Li]CCCC, CC(C)CC(C=O)NC(=O)OC(C)(C)C, CCCCCC, C1CCOC1, c1cscn1. Product: CC(C)CC(NC(=O)OC(C)(C)C)C(O)c1nccs1. RXN SMILES: [CH2:1]([Li:2])[CH2:3][CH2:4][CH3:5].[CH3:11][C:12]([CH3:13])([O:14][C:15](=[O:16])[NH:17][CH:18]([CH2:19][CH:20]([CH3:21])[CH3:22])[CH:23]=[O:24])[CH3:25].[CH3:26][CH2:27][CH2:28][CH2:29][CH2:30][CH3:31].[O:32]1[CH2:33][CH2:34][CH2:35][CH2:36]1.[cH:6]1[cH:7][s:8][cH:9][n:10]1>>[cH:6]1[cH:7][s:8][c:9]([CH:23]([CH:18]([NH:17][C:15]([O:14][C:12]([CH3:11])([CH3:13])[CH3:25])=[O:16])[CH2:19][CH:20]([CH3:21])[CH3:22])[OH:24])[n:10]1. Starting materials: [H-].[Na+] (sodium hydride), [H-].[Na+] (NaH), C(C)(C)(C)OC(=O)N(CCC=1C=C(C=CC1)C(C(=O)OC)C(=O)OC)C (dimethyl 2-(3-(2-(tert-butoxycarbonyl(methyl)amino)ethyl)phenyl)malonate). Solvent: CO (methanol), O1CCCC1 (tetrahydrofuran), CO (methanol). Reaction conditions: temperature 22 celsius. The product is C(C)(C)(C)OC(=O)N(CCC=1C=C(C=CC1)CC(=O)OC)C (methyl 2-(3-(2-(tert-butoxycarbonyl(methyl)amino)ethyl)phenyl)acetate). Reaction SMILES: [H-].[Na+].[C:3]([O:7][C:8]([N:10]([CH3:28])[CH2:11][CH2:12][C:13]1[CH:14]=[C:15]([CH:19](C(OC)=O)[C:20]([O:22][CH3:23])=[O:21])[CH:16]=[CH:17][CH:18]=1)=[O:9])([CH3:6])([CH3:5])[CH3:4]>O1CCCC1.CO>[C:3]([O:7][C:8]([N:10]([CH3:28])[CH2:11][CH2:12][C:13]1[CH:14]=[C:15]([CH2:19][C:20]([O:22][CH3:23])=[O:21])[CH:16]=[CH:17][CH:18]=1)=[O:9])([CH3:5])([CH3:4])[CH3:6] |f:0.1|. Reported procedure: To 429 μL (10.6 mmol) of methanol was slowly added 85 mg (2.1 mmol) of sodium hydride (60% dispersion in mineral oil). This mixture was then added to a separate solution of 387 mg (1.06 mmol) of dimethyl 2-(3-(2-(tert-butoxycarbonyl(methyl)amino)ethyl)phenyl)malonate in 5 mL of tetrahydrofuran. The resulting solution was refluxed for 2 h then cooled to 22° C. An additional 85 mg of NaH in 429 ml of methanol was added and the solution was again heated to reflux for about 16 h. The solvent was eva... Starting materials: NC(=NO)c1ccccc1, [N-]=C=O. The product is NC(=O)NC(=NO)c1ccccc1. Reaction SMILES: [C:1]([c:2]1[cH:3][cH:4][cH:5][cH:6][cH:7]1)([NH2:8])=[N:9][OH:10].[N-:11]=[C:12]=[O:13]>>[C:1]([c:2]1[cH:3][cH:4][cH:5][cH:6][cH:7]1)([NH:8][C:12]([NH2:11])=[O:13])=[N:9][OH:10]. Reactants: Cl (hydrochloric acid), C(CC)OC(CO)C (2-propoxypropanol), C1(=CC=C(C=C1)S(=O)(=O)Cl)C (p-toluenesulfonyl chloride), [OH-].[Na+] (NaOH). The solvent is C1=CC=CC=C1 (benzene). Reaction conditions: time 22 hour. The product is C(CC)OC(COS(=O)(=O)C1=CC=C(C=C1)C)C (2-propoxypropyl-p-toluenesulfonate). Isolated yield 41.6%. RXN SMILES: [CH2:1]([O:4][CH:5]([CH3:8])[CH2:6][OH:7])[CH2:2][CH3:3].[C:9]1([CH3:19])[CH:14]=[CH:13][C:12]([S:15](Cl)(=[O:17])=[O:16])=[CH:11][CH:10]=1.[OH-].[Na+].Cl>C1C=CC=CC=1>[CH2:1]([O:4][CH:5]([CH3:8])[CH2:6][O:7][S:15]([C:12]1[CH:13]=[CH:14][C:9]([CH3:19])=[CH:10][CH:11]=1)(=[O:17])=[O:16])[CH2:2][CH3:3] |f:2.3|. Procedure details: 4.75 g of 2-propoxypropanol, 5.39 g of p-toluenesulfonyl chloride, 2,24 g and 10 ml of benzene were placed in a 50 ml-reaction vessel and stirred in a nitrogen gas stream for 22 hours at room temperature. Thereafter, 8.6 ml of heated conc. NaOH solution was added to the reaction mixture, followed by stirring for 5 minutes. The reaction liquid was poured into 200 ml of cooled 10%-hydrochloric acid solution and extracted with hexane to obtain 3.2 g of 2-propoxypropyl-p-toluenesulfonate (tosylate). Reported procedure: three-necked flask, equipped with a mechanical stirrer, a thermometer and a dropping funnel was charged with 159.5 g (0.56 mol) of crude alpha-acetamido-6-methylindole-3-acrylic acid ethylester and 475 ml of methanol. The mixture was heated in an oil bath to 50°. A solution of 66.8 g (1.67 mol) of sodium hydroxide in 320 ml of water was added over 3 minutes and the resulting brown solution was stirred at 50° for 45 minutes. The reaction mixture was cooled with an ice bath to 25° and 600 ml of 4 ... Reaction conditions: time 45 minute. Product: O.C(C)(=O)NC(C(=O)O)=CC1=CNC2=CC(=CC=C12)C (Alpha-acetamido-6-methylindole-3-acrylic acid monohydrate). Reactants: Cl (hydrochloric acid), C(C)OC(C(=CC1=CNC2=CC(=CC=C12)C)NC(C)=O)=O (alpha-acetamido-6-methylindole-3-acrylic acid ethylester), CO (methanol), [OH-].[Na+] (sodium hydroxide). As a reaction SMILES: C([O:3][C:4](=[O:21])[C:5]([NH:17][C:18](=[O:20])[CH3:19])=[CH:6][C:7]1[C:15]2[C:10](=[CH:11][C:12]([CH3:16])=[CH:13][CH:14]=2)[NH:9][CH:8]=1)C.CO.[OH-].[Na+].Cl>O>[OH2:3].[C:18]([NH:17][C:5](=[CH:6][C:7]1[C:15]2[C:10](=[CH:11][C:12]([CH3:16])=[CH:13][CH:14]=2)[NH:9][CH:8]=1)[C:4]([OH:21])=[O:3])(=[O:20])[CH3:19] |f:2.3,6.7|. Run in O (water). Reactants: [Ag+], CC(=O)O, Cc1ccc(Cl)nn1, O=[N+]([O-])[O-], [NH4+], [NH4+], [NH4+], [OH-], O, O=S(=O)(O)O, O=S(=O)([O-])OOS(=O)(=O)[O-]. The product is Cc1cc(C)c(Cl)nn1. RXN SMILES: [Ag+:37].[CH3:9][C:10](=[O:11])[OH:12].[Cl:1][c:2]1[n:3][n:4][c:5]([CH3:8])[cH:6][cH:7]1.[N+:33]([O-:34])([O-:35])=[O:36].[NH4+:28].[NH4+:29].[NH4+:30].[OH-:31].[OH2:32].[S:13](=[O:14])(=[O:15])([OH:16])[OH:17].[S:18]([O:19][O:20][S:21]([O-:22])(=[O:23])=[O:24])([O-:25])(=[O:26])=[O:27]>>[Cl:1][c:2]1[n:3][n:4][c:5]([CH3:8])[cH:6][c:7]1[CH3:9]. Reactants: CC1=NN(C(=C1)C1=CC=CC=C1)CC1=CC=C(C=C1)CO ({4-[(3-methyl-5-phenyl-1H-pyrazol-1-yl)methyl]phenyl}methanol), OC1=CC=C(C=C1)CCC(=O)OC (methyl 3-(4-hydroxyphenyl)propanoate), C1(=CC=CC=C1)P(C1=CC=CC=C1)C1=CC=CC=C1 (triphenylphosphine), N(=NC(=O)OCC)C(=O)OCC (diethyl azodicarboxylate), [OH-].[Na+] (sodium hydroxide), Cl (hydrochloric acid). Run in O (water), ClCCl (dichloromethane), CO (methanol), O1CCCC1 (tetrahydrofuran). Product: CC1=NN(C(=C1)C1=CC=CC=C1)CC1=CC=C(COC2=CC=C(C=C2)CCC(=O)O)C=C1 (3-[4-([4-[(3-methyl-5-phenyl-1H-pyrazol-1-yl)methyl]benzyl}oxy)phenyl]propanoic acid). Isolated yield 42.2%. RXN SMILES: [CH3:1][C:2]1[CH:6]=[C:5]([C:7]2[CH:12]=[CH:11][CH:10]=[CH:9][CH:8]=2)[N:4]([CH2:13][C:14]2[CH:19]=[CH:18][C:17]([CH2:20][OH:21])=[CH:16][CH:15]=2)[N:3]=1.O[C:23]1[CH:28]=[CH:27][C:26]([CH2:29][CH2:30][C:31]([O:33]C)=[O:32])=[CH:25][CH:24]=1.C1(P(C2C=CC=CC=2)C2C=CC=CC=2)C=CC=CC=1.N(C(OCC)=O)=NC(OCC)=O.[OH-].[Na+].Cl>CO.O1CCCC1.O.ClCCl>[CH3:1][C:2]1[CH:6]=[C:5]([C:7]2[CH:8]=[CH:9][CH:10]=[CH:11][CH:12]=2)[N:4]([CH2:13][C:14]2[CH:15]=[CH:16][C:17]([CH2:20][O:21][C:23]3[CH:28]=[CH:27][C:26]([CH2:29][CH2:30][C:31]([OH:33])=[O:32])=[CH:25][CH:24]=3)=[CH:18][CH:19]=2)[N:3]=1 |f:4.5|. Reported procedure: To a mixture of {4-[(3-methyl-5-phenyl-1H-pyrazol-1-yl)methyl]phenyl}methanol (139 mg, 0.5 mmol), methyl 3-(4-hydroxyphenyl)propanoate (90 mg, 0.5 mmol), triphenylphosphine (262 mg, 1.0 mmol) and dichloromethane (3 mL) was added dropwise diethyl azodicarboxylate (40% toluene solution, 435 mg, 1.0 mmol) with stirring at room temperature, and the mixture was stirred at room temperature for 1 hr. After completion of the reaction, the reaction mixture was purified by silica gel column chromatography...